This data is from the Open Reaction Database (ORD), a public repository of structured organic reaction records. The task is: describe an organic reaction: reactants, conditions, products, and yield Reactants: CN1CCCC1=O, Cl, NO, CC(Nc1ncnc2[nH]cnc12)c1cc2cccc(C=O)c2c(=O)n1-c1ccccc1. Reaction SMILES: [CH3:35][N:36]1[CH2:37][CH2:38][CH2:39][C:40]1=[O:41].[ClH:32].[NH2:33][OH:34].[n:1]1[cH:2][n:3][c:4]2[nH:5][cH:6][n:7][c:8]2[c:9]1[NH:10][CH:11]([CH3:12])[c:13]1[n:14](-[c:26]2[cH:27][cH:28][cH:29][cH:30][cH:31]2)[c:15](=[O:25])[c:16]2[c:17]([CH:23]=[O:24])[cH:18][cH:19][cH:20][c:21]2[cH:22]1>>[n:1]1[cH:2][n:3][c:4]2[nH:5][cH:6][n:7][c:8]2[c:9]1[NH:10][CH:11]([CH3:12])[c:13]1[n:14](-[c:26]2[cH:27][cH:28][cH:29][cH:30][cH:31]2)[c:15](=[O:25])[c:16]2[c:17]([C:23]#[N:33])[cH:18][cH:19][cH:20][c:21]2[cH:22]1. The product is CC(Nc1ncnc2[nH]cnc12)c1cc2cccc(C#N)c2c(=O)n1-c1ccccc1. Starting materials: N(C(=O)OC)C(=O)OC(C)(C)C.[K] (potassium tert-butyl methyl iminodicarboxylate), BrCC1=C(C=C(C(=O)OC(C)(C)C)C=C1)[N+](=O)[O-] (tert-butyl 4-bromomethyl-3-nitrobenzoate), O (water). Run in CN(C=O)C (dimethylformamide), CN(C=O)C (dimethylformamide). Conditions: time 1 hour. The product is C(C)(C)(C)OC(=O)N(C(=O)OC)CC1=C(C=C(C(=O)OC(C)(C)C)C=C1)[N+](=O)[O-] (tert-Butyl 4-[N-(tert-Butoxycarbonyl)-N-(methoxycarbonyl)aminomethyl]-3-nitrobenzoate). Isolated yield 72.8%. RXN SMILES: Br[CH2:2][C:3]1[CH:15]=[CH:14][C:6]([C:7]([O:9][C:10]([CH3:13])([CH3:12])[CH3:11])=[O:8])=[CH:5][C:4]=1[N+:16]([O-:18])=[O:17].[NH:19]([C:24]([O:26][C:27]([CH3:30])([CH3:29])[CH3:28])=[O:25])[C:20]([O:22][CH3:23])=[O:21].[K].O>CN(C)C=O>[C:27]([O:26][C:24]([N:19]([CH2:2][C:3]1[CH:15]=[CH:14][C:6]([C:7]([O:9][C:10]([CH3:13])([CH3:12])[CH3:11])=[O:8])=[CH:5][C:4]=1[N+:16]([O-:18])=[O:17])[C:20]([O:22][CH3:23])=[O:21])=[O:25])([CH3:30])([CH3:29])[CH3:28] |f:1.2,^1:30|. Procedure: To a solution of tert-butyl 4-bromomethyl-3-nitrobenzoate (2.27 g, 7.2 mmol) (Int. J. Peptide Res. 1990, 36, 31) in dimethylformamide (25 mL) was added a suspension of potassium tert-butyl methyl iminodicarboxylate (J.C.S. Perkin I 1977, 1088-90) (1.56 g, 7.3 mmol) in dimethylformamide (20 mL). The dark brown solution was stirred 1 h and poured into water (400 mL), extracted with ethyl acetate (3×100 mL) and the combined organic layers were washed with water (5×75 mL), dried (sodium sulfate) and...